Dataset: the Open Reaction Database (ORD), a public repository of structured organic reaction records. Task: describe an organic reaction: reactants, conditions, products, and yield Starting materials: C(C)OC(=O)C1=CN(C2=NC(=C(C=C2C1=O)F)Cl)C(C)(C)C (1-(1,1-dimethylethyl)-1,4-dihydro-6-fluoro-7-chloro-4-oxo-1,8-naphthyridine-3-carboxylic acid ethyl ester), Cl.FC(C(=O)N1C2CNCC1CC2)(F)F (8-trifluoroacetyl-3,8-diazabicyclo[3.2.1]octan,hydrochloride), N12CCCCCC2=NCCC1 (1,8-diazabicyclo[5.4.0] undec-7-ene). The solvent is C(C)#N (acetonitrile). Reaction conditions: temperature 60 celsius. Product: C(C)OC(=O)C1=CN(C2=NC(=C(C=C2C1=O)F)N1CC2CCC(C1)N2C(C(F)(F)F)=O)C(C)(C)C (7-(8-trifluoroacetyl-3,8-diazabicyclo[3.2.1]octan-3-yl)-1-(1,1-dimethylethyl)-1,4-dihydro-6-fluoro-4-oxo-1,8-naphthyridine-3-carboxylic acid ethyl ester). The yield is 22.1%. Reaction SMILES: [CH2:1]([O:3][C:4]([C:6]1[C:15](=[O:16])[C:14]2[C:9](=[N:10][C:11](Cl)=[C:12]([F:17])[CH:13]=2)[N:8]([C:19]([CH3:22])([CH3:21])[CH3:20])[CH:7]=1)=[O:5])[CH3:2].Cl.[F:24][C:25]([F:37])([F:36])[C:26]([N:28]1[CH:33]2[CH2:34][CH2:35][CH:29]1[CH2:30][NH:31][CH2:32]2)=[O:27].N12CCCN=C1CCCCC2>C(#N)C>[CH2:1]([O:3][C:4]([C:6]1[C:15](=[O:16])[C:14]2[C:9](=[N:10][C:11]([N:31]3[CH2:32][CH:33]4[N:28]([C:26](=[O:27])[C:25]([F:36])([F:37])[F:24])[CH:29]([CH2:35][CH2:34]4)[CH2:30]3)=[C:12]([F:17])[CH:13]=2)[N:8]([C:19]([CH3:22])([CH3:21])[CH3:20])[CH:7]=1)=[O:5])[CH3:2] |f:1.2|. Procedure: A mixture of 653 mg (2 mmoles) 1-(1,1-dimethylethyl)-1,4-dihydro-6-fluoro-7-chloro-4-oxo-1,8-naphthyridine-3-carboxylic acid ethyl ester and 732 mg (3 mmoles) 8-trifluoroacetyl-3,8-diazabicyclo[3.2.1]octan,hydrochloride and 985 mg (6.48 mmoles) 1,8-diazabicyclo[5.4.0] undec-7-ene in 30 mL acetonitrile was heated at 60° C. for 72 hours. The solution was cooled and evaporated to dryness. The residue was worked up with dichloromethane and water. The organic layer was dried over magnesium sulfate an... RXN SMILES: [CH2:1]([NH:8][C:9](=[O:41])[NH:10][C:11]1[S:12][CH:13]=[C:14]([C:16]([NH:18][C:19]2[CH:20]=[CH:21][C:22]([O:34][CH2:35][C:36]([O:38]CC)=[O:37])=[C:23]([CH:33]=2)[C:24]([O:26]CC(OCC)=O)=[O:25])=[O:17])[N:15]=1)[C:2]1[CH:7]=[CH:6][CH:5]=[CH:4][CH:3]=1.C(O)C.[OH-].[Na+].C(O)(=O)C>O>[CH2:1]([NH:8][C:9](=[O:41])[NH:10][C:11]1[S:12][CH:13]=[C:14]([C:16]([NH:18][C:19]2[CH:20]=[CH:21][C:22]([O:34][CH2:35][C:36]([OH:38])=[O:37])=[C:23]([CH:33]=2)[C:24]([OH:26])=[O:25])=[O:17])[N:15]=1)[C:2]1[CH:3]=[CH:4][CH:5]=[CH:6][CH:7]=1 |f:2.3|. Starting materials: C(C1=CC=CC=C1)NC(NC=1SC=C(N1)C(=O)NC=1C=CC(=C(C(=O)OCC(=O)OCC)C1)OCC(=O)OCC)=O (ethoxycarbonylmethyl 5-{[2-(3-benzyl-ureido)-thiazole-4-carbonyl]-amino}-2-ethoxycarbonylmethoxy-benzoate), C(C)O (ethanol), [OH-].[Na+] (sodium hydroxide), C(C)(=O)O (acetic acid). Reported procedure: 378 mg of ethoxycarbonylmethyl 5-{[2-(3-benzyl-ureido)-thiazole-4-carbonyl]-amino}-2-ethoxycarbonylmethoxy-benzoate, 6.5 ml of ethanol and 1.29 ml of 2N sodium hydroxide solution are stirred for 5 hrs. at RT. After the addition of 3 ml of acetic acid and 2 ml of water the mixture is warmed until a homogeneous solution is obtained. After cooling the precipitate is filtered off under suction, washed with acetic acid-water 1:1 and dried. There are obtained 290 mg of 5-{[2-(3-benzyl-ureido)-thiazole... Run in O (water). Isolated yield 95.3%. Product: C(C1=CC=CC=C1)NC(NC=1SC=C(N1)C(=O)NC=1C=CC(=C(C(=O)O)C1)OCC(=O)O)=O (5-{[2-(3-benzyl-ureido)-thiazole-4-carbonyl]-amino}-2-carboxymethoxy-benzoic acid). Starting materials: c1ccc(COc2ccc(-c3cccnc3)cc2)cc1, C1CCOC1, CCO. Product: Oc1ccc(-c2cccnc2)cc1. As a reaction SMILES: [CH2:1]([c:2]1[cH:3][cH:4][cH:5][cH:6][cH:7]1)[O:8][c:9]1[cH:10][cH:11][c:12](-[c:15]2[cH:16][n:17][cH:18][cH:19][cH:20]2)[cH:13][cH:14]1.[CH2:24]1[O:25][CH2:26][CH2:27][CH2:28]1.[CH3:21][CH2:22][OH:23]>>[OH:8][c:9]1[cH:10][cH:11][c:12](-[c:15]2[cH:16][n:17][cH:18][cH:19][cH:20]2)[cH:13][cH:14]1. The reactants are solution, O1C=C(C=C1)B(O)O (3-furylboronic acid), C(=O)([O-])[O-].[Na+].[Na+] (Na2CO3), BrC1=C(C2=C(N1)C=C(S2)C(=O)OC(C)(C)C)C2CCCCC2 (tert-butyl 5-bromo-6-cyclohexyl-4H-thieno[3,2-b]pyrrole-2-carboxylate), [H-].[Na+] (NaH), BrCC(=O)OC (methyl bromoacetate). The reagents and catalysts are C1=CC=C(C=C1)P([C-]2C=CC=C2)C3=CC=CC=C3.C1=CC=C(C=C1)P([C-]2C=CC=C2)C3=CC=CC=C3.Cl[Pd]Cl.[Fe+2] (PdCl2(dppf)2). Solvent: COCCOC (DME), CN(C)C=O (DMF), Cl (HCl), CCOC(=O)C (AcOEt), Cl (HCl). Conditions: time 30 minute. Product: C1(CCCCC1)C=1C2=C(N(C1C1=COC=C1)CC(=O)OC)C=C(S2)C(=O)OC(C)(C)C (tert-butyl 6-cyclohexyl-5-(3-furyl)-4-(2-methoxy-2-oxoethyl)-4H-thieno[3,2-b]pyrrole-2-carboxylate). As a reaction SMILES: Br[C:2]1[NH:6][C:5]2[CH:7]=[C:8]([C:10]([O:12][C:13]([CH3:16])([CH3:15])[CH3:14])=[O:11])[S:9][C:4]=2[C:3]=1[CH:17]1[CH2:22][CH2:21][CH2:20][CH2:19][CH2:18]1.[H-].[Na+].Br[CH2:26][C:27]([O:29][CH3:30])=[O:28].[O:31]1[CH:35]=[CH:34][C:33](B(O)O)=[CH:32]1.C([O-])([O-])=O.[Na+].[Na+]>CN(C=O)C.CCOC(C)=O.Cl.COCCOC.C1C=CC(P(C2C=CC=CC=2)[C-]2C=CC=C2)=CC=1.C1C=CC(P(C2C=CC=CC=2)[C-]2C=CC=C2)=CC=1.Cl[Pd]Cl.[Fe+2]>[CH:17]1([C:3]2[C:4]3[S:9][C:8]([C:10]([O:12][C:13]([CH3:16])([CH3:15])[CH3:14])=[O:11])=[CH:7][C:5]=3[N:6]([CH2:26][C:27]([O:29][CH3:30])=[O:28])[C:2]=2[C:33]2[CH:34]=[CH:35][O:31][CH:32]=2)[CH2:22][CH2:21][CH2:20][CH2:19][CH2:18]1 |f:1.2,5.6.7,12.13.14.15|. Reported procedure: A solution (0.5 M) of tert-butyl 5-bromo-6-cyclohexyl-4H-thieno[3,2-b]pyrrole-2-carboxylate in DMF was treated with NaH (2 eq., 60% dispersion in mineral oil) and the suspension was stirred at RT for 30 min then methyl bromoacetate (3 eq.) was added. The reaction mixture was heated at 50° C. for 1 h, then after cooling down, it was diluted with AcOEt and aqueous HCl (1 M) was added. The aqueous phase was separated and extracted with AcOEt. The combined organic phase was washed sequentially with ... Reactants: Cl (hydrochloric acid), C(#N)C=1C=CC2=C(C3C(C(O2)(C)C)O3)C1 (6-cyano-3,4-epoxy-3,4-dihydro-2,2-dimethyl-2H-benzopyran), N1C(=CC2=CC=CC=C12)C(=O)OCC (indole-2-carboxylic acid, ethyl ester), [H-].[Na+] (sodium hydride). Run in CN(C=O)C (dimethylforamide), C(C)(=O)OCC (ethyl acetate). Conditions: time 1 hour. Yields the product C(#N)C=1C=CC2=C(C(=CC(O2)(C)C)N2C(=CC3=CC=CC=C23)C(=O)OC)C1 (1-(6-cyano-2,2-dimethyl-2H-benzopyran-4-yl)-1H-indole-2-carboxylic acid, methyl ester). The yield is 44.9%. RXN SMILES: [C:1]([C:3]1[CH:4]=[CH:5][C:6]2[O:11][C:10]([CH3:13])([CH3:12])[CH:9]3O[CH:8]3[C:7]=2[CH:15]=1)#[N:2].[NH:16]1[C:24]2[C:19](=[CH:20][CH:21]=[CH:22][CH:23]=2)[CH:18]=[C:17]1[C:25]([O:27][CH2:28]C)=[O:26].[H-].[Na+].Cl>CN(C)C=O.C(OCC)(=O)C>[C:1]([C:3]1[CH:4]=[CH:5][C:6]2[O:11][C:10]([CH3:13])([CH3:12])[CH:9]=[C:8]([N:16]3[C:24]4[C:19](=[CH:20][CH:21]=[CH:22][CH:23]=4)[CH:18]=[C:17]3[C:25]([O:27][CH3:28])=[O:26])[C:7]=2[CH:15]=1)#[N:2] |f:2.3|. Procedure details: To a solution of 6-cyano-3,4-epoxy-3,4-dihydro-2,2-dimethyl-2H-benzopyran (2.0 g, 9.95 mmol) (prepared according to Evans et al., J. Med. Chem., 1983, 26, 1582 and J. Med. Chem., 1986, 29, 2194), and indole-2-carboxylic acid, ethyl ester (2.25 g, 11.9 mmol) in dimethylforamide (10.0 mL) at 0° C. under argon was added sodium hydride (476 mg of 60% oil dispersion, 11.92 mmol) in portions. After the addition was finished, the reaction mixture was allowed to warm up to room temperature and then heat... The reactants are NC1=NC2=C(N1[C@H]1CC[C@H](CC1)C(=O)OC)C=C(C=C2)CO[Si](C(C)C)(C(C)C)C(C)C (cis-methyl 4-(2-amino-6-((triisopropylsilyloxy)methyl)-1H-benzo[d]imidazol-1-yl)cyclohexanecarboxylate), C(C)NC(=O)[C@H]1CC[C@H](CC1)N1\C(\NC2=C1C=C(C=C2)CN2CCCCC2)=N\C(C2=CC=C(C=C2)F)=O ((E)-N-(1-(cis-4-(ethylcarbamoyl)cyclohexyl)-6-(piperidin-1-ylmethyl)-1H-benzo[d]imidazol-2 (3H)-ylidene)-4-fluorobenzamide). Yields the product C(C)NC(=O)[C@H]1CC[C@H](CC1)N1C(=NC2=C1C=C(C=C2)CN2CCCCC2)NC(C2=CC=CC=C2)=O (N-(1-(cis-4-(Ethylcarbamoyl)cyclohexyl)-6-(piperidin-1-ylmethyl)-1H-benzo[d]imidazol-2-yl)benzamide). As a reaction SMILES: NC1N([C@@H]2CC[C@H](C(OC)=O)CC2)C2C=C(CO[Si](C(C)C)(C(C)C)C(C)C)C=CC=2N=1.[CH2:33]([NH:35][C:36]([C@@H:38]1[CH2:43][CH2:42][C@H:41]([N:44]2[C:48]3[CH:49]=[C:50]([CH2:53][N:54]4[CH2:59][CH2:58][CH2:57][CH2:56][CH2:55]4)[CH:51]=[CH:52][C:47]=3[NH:46]/[C:45]/2=[N:60]\[C:61](=[O:69])[C:62]2[CH:67]=[CH:66][C:65](F)=[CH:64][CH:63]=2)[CH2:40][CH2:39]1)=[O:37])[CH3:34]>>[CH2:33]([NH:35][C:36]([C@@H:38]1[CH2:43][CH2:42][C@H:41]([N:44]2[C:48]3[CH:49]=[C:50]([CH2:53][N:54]4[CH2:59][CH2:58][CH2:57][CH2:56][CH2:55]4)[CH:51]=[CH:52][C:47]=3[N:46]=[C:45]2[NH:60][C:61](=[O:69])[C:62]2[CH:63]=[CH:64][CH:65]=[CH:66][CH:67]=2)[CH2:40][CH2:39]1)=[O:37])[CH3:34]. Procedure: The title compound was prepared in 5 steps from cis-methyl 4-(2-amino-6-((triisopropylsilyloxy)methyl)-1H-benzo[d]imidazol-1-yl)cyclohexanecarboxylate using a method analogous to the preparation of (E)-N-(1-(cis-4-(ethylcarbamoyl)cyclohexyl)-6-(piperidin-1-ylmethyl)-1H-benzo[d]imidazol-2 (3H)-ylidene)-4-fluorobenzamide. MS m/z=488.2 [M+H]. Calc'd for C29H37N5O2: 487.3.